From a dataset of the Open Reaction Database (ORD), a public repository of structured organic reaction records. describe an organic reaction: reactants, conditions, products, and yield Reactants: CCOCC (Ether), C(#N)C1=C(C(=O)C(=C(C1=O)Cl)Cl)C#N (DDQ), C(C)(C)C=1C=CC(=C(C=O)C1)OC (5-isopropyl-2-methoxybenzaldehyde), O (water). Run in C(Cl)Cl (methylene chloride). Run at time 24 hour. The product is OC(C)(C)C=1C=CC(=C(C=O)C1)OC (5-(1-hydroxy-1-methylethyl)-2-methoxybenzaldehyde). The yield is 16.8%. As a reaction SMILES: C(C1C(=O)C(Cl)=C(Cl)C(=[O:6])C=1C#N)#N.[CH:15]([C:18]1[CH:19]=[CH:20][C:21]([O:26][CH3:27])=[C:22]([CH:25]=1)[CH:23]=[O:24])([CH3:17])[CH3:16].O.CCOCC>C(Cl)Cl>[OH:6][C:15]([C:18]1[CH:19]=[CH:20][C:21]([O:26][CH3:27])=[C:22]([CH:25]=1)[CH:23]=[O:24])([CH3:17])[CH3:16]. Reported procedure: DDQ (10.07 g, 44.36 mmol) was added to a solution of 5-isopropyl-2-methoxybenzaldehyde (2.63 g, 15.3 mmol) dissolved in methylene chloride (100 ml) contained water (10 ml) at room temperature, and the resulting mixture was stirred for 24 h. Ether (200 ml) was added to the reaction mixture, and insoluble materials were removed by filtration. The filtrate was washed with aq. sodium thiosulfate solution, aq. sodium carbonate solution, and brine, successively and dried over magnesium sulfate. After ... Reactants: CCC(CC)N1CCN(C(=O)c2ccc(C=O)cc2)CC1, C1CCNC1. Product: CCC(CC)N1CCN(C(=O)c2ccc(CN3CCCC3)cc2)CC1. Reaction SMILES: [CH2:1]([CH3:2])[CH:3]([CH2:4][CH3:5])[N:6]1[CH2:7][CH2:8][N:9]([C:12](=[O:13])[c:14]2[cH:15][cH:16][c:17]([CH:18]=[O:19])[cH:20][cH:21]2)[CH2:10][CH2:11]1.[CH2:22]1[CH2:23][CH2:24][NH:25][CH2:26]1>>[CH2:1]([CH3:2])[CH:3]([CH2:4][CH3:5])[N:6]1[CH2:7][CH2:8][N:9]([C:12](=[O:13])[c:14]2[cH:15][cH:16][c:17]([CH2:18][N:25]3[CH2:24][CH2:23][CH2:22][CH2:26]3)[cH:20][cH:21]2)[CH2:10][CH2:11]1. Reactants: CC1(C(N(C=2C=C3C(=CC12)N(C(=N3)NC)S(=O)(=O)C3=CC=C(C=C3)C)CCCCC)=O)C (7,7-dimethyl-2-methylamino-5-pentyl-1-(toluene-4-sulfonyl)-5,7-dihydro-1H-imidazo[4,5-f]indol-6-one), C(C1=CC=CC=C1)(=O)Cl (benzoyl chloride). The solvent is N1=CC=CC=C1 (pyridine). Conditions: temperature 130 celsius. Product: CC1(C(N(C=2C=C3C(=CC12)NC(=N3)N(C(C3=CC=CC=C3)=O)C)CCCCC)=O)C (N-(7,7-Dimethyl-6-oxo-5-pentyl-1,5,6,7-tetrahydro-imidazo[4,5-f]indol-2-yl)-N-methyl-benzamide). Yield: 35.6%. RXN SMILES: [CH3:1][C:2]1([CH3:32])[C:10]2[CH:9]=[C:8]3[N:11](S(C4C=CC(C)=CC=4)(=O)=O)[C:12]([NH:14][CH3:15])=[N:13][C:7]3=[CH:6][C:5]=2[N:4]([CH2:26][CH2:27][CH2:28][CH2:29][CH3:30])[C:3]1=[O:31].[C:33](Cl)(=[O:40])[C:34]1[CH:39]=[CH:38][CH:37]=[CH:36][CH:35]=1>N1C=CC=CC=1>[CH3:1][C:2]1([CH3:32])[C:10]2[CH:9]=[C:8]3[NH:11][C:12]([N:14]([CH3:15])[C:33](=[O:40])[C:34]4[CH:39]=[CH:38][CH:37]=[CH:36][CH:35]=4)=[N:13][C:7]3=[CH:6][C:5]=2[N:4]([CH2:26][CH2:27][CH2:28][CH2:29][CH3:30])[C:3]1=[O:31]. Procedure details: To a solution of 7,7-dimethyl-2-methylamino-5-pentyl-1-(toluene-4-sulfonyl)-5,7-dihydro-1H-imidazo[4,5-f]indol-6-one (120 mg) in pyridine (5 ml) is added drop-wise benzoyl chloride (0.1 ml; 0.79 mmol) at 0° C. After addition the mixture is heated at 130° C. for 5 h. An aqueous work-up and purification by flash chromatography on silica gel eluting with CH2Cl2/MeOH (40:1) yield the desired compound (38 mg). The reactants are C(C)(C)(C)C1=CC=2C(=NC=CC2)N1 (2-tert-butyl-1H-pyrrolo[2,3-b]pyridine), CN(C=O)C (N,N-dimethylformamide), ice, [OH-].[Na+] (sodium hydroxide), P(=O)(Cl)(Cl)Cl (Phosphorous oxychloride), CN(C=O)C (N,N-dimethylformamide), O (water). Reaction conditions: time 20 minute. Product: C(C)(C)(C)C1=C(C=2C(=NC=CC2)N1)C=O (2-tert-butyl-1H-pyrrolo[2,3-b]pyridine-3-carbaldehyde). Yield: 41.0%. RXN SMILES: P(Cl)(Cl)(Cl)=O.[C:6]([C:10]1[NH:18][C:13]2=[N:14][CH:15]=[CH:16][CH:17]=[C:12]2[CH:11]=1)([CH3:9])([CH3:8])[CH3:7].O.[OH-].[Na+].CN(C)[CH:24]=[O:25]>>[C:6]([C:10]1[NH:18][C:13]2=[N:14][CH:15]=[CH:16][CH:17]=[C:12]2[C:11]=1[CH:24]=[O:25])([CH3:9])([CH3:7])[CH3:8] |f:3.4|. Procedure: Phosphorous oxychloride (4.01 mL, 43 mmol) was added drop-wise to N,N-dimethylformamide (9.96 mL, 129 mmol) at 0° C. and the mixture was stirred for 20 min. A solution of 2-tert-butyl-1H-pyrrolo[2,3-b]pyridine (5.0 g, 28.7 mmol) dissolved in N,N-dimethylformamide (30 mL) was added and the resulting mixture was slowly warmed up to room temperature. The mixture was stirred at room temperature for 2 h then at 40° C. for 3 h, and cooled in an ice bath, and 0.5 mL water was added. The reaction mixtur... Starting materials: C(C1=CC=CC=C1)OC=1C=C(C(=O)OC)C=C(C1)C1=CC=CC=C1 (methyl 3-benzyloxy-5-phenylbenzoate). The reagents and catalysts are [Pd] (palladium on carbon). Solvent: C(C)(=O)O (acetic acid). The product is OC=1C=C(C(=O)OC)C=C(C1)C1=CC=CC=C1 (methyl 3-hydroxy-5-phenylbenzoate). As a reaction SMILES: C([O:8][C:9]1[CH:10]=[C:11]([CH:16]=[C:17]([C:19]2[CH:24]=[CH:23][CH:22]=[CH:21][CH:20]=2)[CH:18]=1)[C:12]([O:14][CH3:15])=[O:13])C1C=CC=CC=1>C(O)(=O)C.[Pd]>[OH:8][C:9]1[CH:10]=[C:11]([CH:16]=[C:17]([C:19]2[CH:24]=[CH:23][CH:22]=[CH:21][CH:20]=2)[CH:18]=1)[C:12]([O:14][CH3:15])=[O:13]. Procedure: To a solution of methyl 3-benzyloxy-5-phenylbenzoate (10 g) in acetic acid (300 ml) was added 10% palladium on carbon (1 g), and the mixture was subjected to catalytic hydrogenation at 80° C. under atmospheric pressure. The catalyst was removed by filtration and the filtrate was evaporated in vacuo. To the residue were added ethyl acetate and water, and adjusted to pH 5 with potassium carbonate. The separated organic layer was washed with brine, dried over magnesium sulfate and evaporated in vac... The reactants are CN(C=O)C (dimethylformamide), cuprous iodide, [NH4+].[OH-] (NH4OH), IC=1OC(=CC1)C=CC=1C=NC=CC1 (2-iodo-5-[2-{3-pyridyl}ethenyl]furan), ON(C(=O)N)C(C)C#C (N-hydroxy-N-(butyn-2-yl)urea). The reagents and catalysts are CC#N.CC#N.Cl[Pd]Cl (bis(acetonitrile)palladium(II) chloride), C1(=CC=CC=C1)P(C1=CC=CC=C1)C1=CC=CC=C1 (triphenylphosphine). Run in C(C)NCC (diethylamine). Run at time 8 hour. The product is N1=CC(=CC=C1)C=CC1=CC=C(O1)C#CC(C)N(C(=O)N)O (N-[3-(5-{2-[3-pyridyl]ethenyl}fur-2-yl)-1-methyl-2-propynyl]-N-hydroxyurea). Yield: 37.9%. RXN SMILES: I[C:2]1[O:3][C:4]([CH:7]=[CH:8][C:9]2[CH:10]=[N:11][CH:12]=[CH:13][CH:14]=2)=[CH:5][CH:6]=1.[OH:15][N:16]([CH:20]([C:22]#[CH:23])[CH3:21])[C:17]([NH2:19])=[O:18].CN(C)C=O.[NH4+].[OH-]>C(NCC)C.CC#N.CC#N.Cl[Pd]Cl.C1(P(C2C=CC=CC=2)C2C=CC=CC=2)C=CC=CC=1>[N:11]1[CH:12]=[CH:13][CH:14]=[C:9]([CH:8]=[CH:7][C:4]2[O:3][C:2]([C:23]#[C:22][CH:20]([N:16]([OH:15])[C:17]([NH2:19])=[O:18])[CH3:21])=[CH:6][CH:5]=2)[CH:10]=1 |f:3.4,6.7.8|. Procedure: To a stirred solution of 2-iodo-5-[2-{3-pyridyl}ethenyl]furan (1.4 g, 4.7 mmol), prepared as in step 5, and N-hydroxy-N-(butyn-2-yl)urea (0.64 g, 5 mmol), prepared as in step 2, in diethylamine (10 mL) was added dimethylformamide (1 mL), triphenylphosphine (0.026 g, 0.1 mmol), cuprous iodide (5 mg, 25 mmol) and bis(acetonitrile)palladium(II) chloride (13 mg, 50 mmol). The mixture was stirred overnight at ambient temperature. Aqueous NH4OH was added and the mixture extracted thoroughly with CH2Cl... The reactants are CN(C=NC1=CC(N(C(N1CC)=O)CCC)=O)C (6-[2-(dimethylamino)-1-azavinyl]-1-ethyl-3-propyl-1,3-dihydropyrimidine-2,4-dione). Solvent: CO (methanol), N (ammonia). Conditions: time 72 hour. Yields the product NC1=CC(N(C(N1CC)=O)CCC)=O (6-amino-1-ethyl-3-propyl-1,3-dihydropyrimidine-2,4-dione). Reaction SMILES: CN(C)C=[N:4][C:5]1[N:10]([CH2:11][CH3:12])[C:9](=[O:13])[N:8]([CH2:14][CH2:15][CH3:16])[C:7](=[O:17])[CH:6]=1>CO.N>[NH2:4][C:5]1[N:10]([CH2:11][CH3:12])[C:9](=[O:13])[N:8]([CH2:14][CH2:15][CH3:16])[C:7](=[O:17])[CH:6]=1. Procedure details: A solution of 6-[2-(dimethylamino)-1-azavinyl]-1-ethyl-3-propyl-1,3-dihydropyrimidine-2,4-dione (2.1 g) was dissolved in a mixture of methanol (10 ml) and 28% aqueous ammonia solution (20 ml), and stirred for 72 hours at room temperature. Solvent was then removed under reduced pressure, and the residue purified by chromatography on a silica gel column, eluting with a mixture of dichloromethane/methanol (15/1), to provide 6-amino-1-ethyl-3-propyl-1,3-dihydropyrimidine-2,4-dione, a compound of for...